This data is from the Open Reaction Database (ORD), a public repository of structured organic reaction records. The task is: describe an organic reaction: reactants, conditions, products, and yield Starting materials: [OH-].[NH4+] (ammonium hydroxide), C(Cl)(Cl)Cl (chloroform), FC1=CC=C(C=O)C=C1 (4-fluorobenzaldehyde), [Cl-].[Li+] (lithium chloride), [OH-].[K+] (potassium hydroxide). Reagents/catalysts: [Cl-].C(C1=CC=CC=C1)[N+](CC)(CC)CC (benzyltriethylammonium chloride). Run in C(Cl)Cl (methylene chloride), C(Cl)Cl (methylene chloride). Reaction conditions: temperature 0 celsius, time 1 hour. The product is C1=CC(=CC=C1C(C(=O)O)N)F (DL-4-Fluorophenylglycine). Reaction SMILES: [OH-:1].[NH4+:2].[Cl-].[Li+].[OH-:5].[K+].[F:7][C:8]1[CH:15]=[CH:14][C:11]([CH:12]=O)=[CH:10][CH:9]=1.[CH:16](Cl)(Cl)Cl>[Cl-].C([N+](CC)(CC)CC)C1C=CC=CC=1.C(Cl)Cl>[CH:10]1[C:11]([CH:12]([NH2:2])[C:16]([OH:5])=[O:1])=[CH:14][CH:15]=[C:8]([F:7])[CH:9]=1 |f:0.1,2.3,4.5,8.9|. Reported procedure: 800 ml. of saturated ammonium hydroxide solution is slowly added to 67.6 g. (1.59 moles) of lithium chloride, 268.8 g. (4.79 moles) of potassium hydroxide is slowly added portionwise (the addition being exothermic), and a solution of 18.4 g. (0.81 mole) of benzyltriethylammonium chloride in 400 ml. of methylene chloride is added, the reaction mixture being stirred at 20°-25° C. under nitrogen throughout. The reaction mixture is cooled to 0° C., ammonia is bubbled in for 30 minutes with vigorous ... The reactants are ClC=1C=C2C(=CNC2=CC1Cl)C(C(F)(F)F)=O (1-(5,6-dichloro-1H-indol-3-yl)-2,2,2-trifluoro-ethanone), [H-].[Na+] (NaH), CN(C)C=O (DMF), CN(C)CC(=O)Cl (dimethylamino-acetyl chloride). Run at time 30 minute. Product: ClC=1C=C2C(=CN(C2=CC1Cl)CC(=O)N(C)C)C(C(F)(F)F)=O (2-[5,6-dichloro-3-(2,2,2-trifluoro-acetyl)-indol-1-yl]-N,N-dimethyl-acetamide). The yield is 78.0%. As a reaction SMILES: [Cl:1][C:2]1[CH:3]=[C:4]2[C:8](=[CH:9][C:10]=1[Cl:11])[NH:7][CH:6]=[C:5]2[C:12](=[O:17])[C:13]([F:16])([F:15])[F:14].[H-].[Na+].[CH3:20][N:21]([CH2:23][C:24](Cl)=O)[CH3:22].CN(C=[O:31])C>>[Cl:1][C:2]1[CH:3]=[C:4]2[C:8](=[CH:9][C:10]=1[Cl:11])[N:7]([CH2:24][C:23]([N:21]([CH3:22])[CH3:20])=[O:31])[CH:6]=[C:5]2[C:12](=[O:17])[C:13]([F:14])([F:15])[F:16] |f:1.2|. Procedure: To a stirred solution of 1-(5,6-dichloro-1H-indol-3-yl)-2,2,2-trifluoro-ethanone (0.11 g) in 3 ml of DMF at 0° C., were added 18 mg (1.05 eq.) of NaH (60% in oil). The mixture was stirred for 30 min. and then 0.04 ml (1.0 eq.) of dimethylamino-acetyl chloride were added. The mixture was stirred an additional hour and then poured onto water and extracted with ethyl acetate. The combined organic phases were dried over Na2SO4 and concentrated in vacuo to afford 112 mg (78%) of 2-[5,6-dichloro-3-(2,... The reactants are NCC(=O)O[Na] (H2NCH2COONa), S(O)(O)(=O)=O (sulfuric acid). Yields the product NCC(=O)O (glycine), S(=O)(=O)([O-])[O-].[Na+].[Na+] (sodium sulfate). As a reaction SMILES: [NH2:1][CH2:2][C:3]([O:5][Na:6])=[O:4].[S:7](=[O:11])(=[O:10])([OH:9])[OH:8]>>[NH2:1][CH2:2][C:3]([OH:5])=[O:4].[S:7]([O-:11])([O-:10])(=[O:9])=[O:8].[Na+:6].[Na+:6] |f:3.4.5|. Procedure details: acidifying the H2NCH2COONa with sulfuric acid in an aqueous system to form glycine and sodium sulfate. Starting materials: CN(C)C1CC=C(c2cccc(N)c2F)CC1, O=C(Cl)c1ccc(F)cc1, C1COCCO1. Product: CN(C)C1CC=C(c2cccc(NC(=O)c3ccc(F)cc3)c2F)CC1, Cl. Reaction SMILES: [CH3:1][N:2]([CH:3]1[CH2:4][CH:5]=[C:6]([c:9]2[c:10]([F:16])[c:11]([NH2:15])[cH:12][cH:13][cH:14]2)[CH2:7][CH2:8]1)[CH3:17].[F:18][c:19]1[cH:20][cH:21][c:22]([C:23](=[O:24])[Cl:25])[cH:26][cH:27]1.[O:28]1[CH2:29][CH2:30][O:31][CH2:32][CH2:33]1>>[CH3:1][N:2]([CH:3]1[CH2:4][CH:5]=[C:6]([c:9]2[c:10]([F:16])[c:11]([NH:15][C:23]([c:22]3[cH:21][cH:20][c:19]([F:18])[cH:27][cH:26]3)=[O:24])[cH:12][cH:13][cH:14]2)[CH2:7][CH2:8]1)[CH3:17].[ClH:25]. Reactants: OCC(O)COCc1ccccc1, C(=NC1CCCCC1)=NC1CCCCC1, COc1ccc2cc(C(C)C(=O)O)ccc2c1, CN(C)c1ccncc1, ClCCl. Yields the product COc1ccc2cc(C(C)C(=O)OCC(O)COCc3ccccc3)ccc2c1. RXN SMILES: [CH2:18]([c:19]1[cH:20][cH:21][cH:22][cH:23][cH:24]1)[O:25][CH2:26][CH:27]([CH2:28][OH:29])[OH:30].[CH2:31]1[CH2:32][CH2:33][CH:34]([N:35]=[C:36]=[N:37][CH:38]2[CH2:39][CH2:40][CH2:41][CH2:42][CH2:43]2)[CH2:44][CH2:45]1.[CH3:1][O:2][c:3]1[cH:4][c:5]2[cH:6][cH:7][c:8]([CH:13]([C:14](=[O:15])[OH:16])[CH3:17])[cH:9][c:10]2[cH:11][cH:12]1.[CH3:46][N:47]([c:48]1[cH:49][cH:50][n:51][cH:52][cH:53]1)[CH3:54].[Cl:55][CH2:56][Cl:57]>>[CH3:1][O:2][c:3]1[cH:4][c:5]2[cH:6][cH:7][c:8]([CH:13]([C:14](=[O:15])[O:16][CH2:28][CH:27]([CH2:26][O:25][CH2:18][c:19]3[cH:20][cH:21][cH:22][cH:23][cH:24]3)[OH:30])[CH3:17])[cH:9][c:10]2[cH:11][cH:12]1. Starting materials: BrC=1C=C(C(=O)NC2=CC=C(OC3=CC=NC4=C3C3N(C(N4)=O)CCCN3C(=O)OC(C)(C)C)C=C2)C=CC1 (tert-butyl 11-{4-[(3-bromobenzoyl)amino]phenoxy}-6-oxo-3,4,7,11b-tetrahydro-2H-pyrido[3,2-e]pyrimido[1,2-c]pyrimidine-1(6H)-carboxylate), Cl (HCl). Solvent: CO (MeOH). Yields the product BrC=1C=C(C(=O)NC2=CC=C(C=C2)OC2=CC=NC3=C2C2N(C(N3)=O)CCCN2)C=CC1 (3-bromo-N-{4-[(6-oxo-1,3,4,6,7,11b-hexahydro-2H-pyrido[3,2-e]pyrimido[1,2-c]pyrimidin-11-yl)oxy]phenyl}benzamide). Reaction SMILES: [Br:1][C:2]1[CH:3]=[C:4]([CH:37]=[CH:38][CH:39]=1)[C:5]([NH:7][C:8]1[CH:36]=[CH:35][C:11]([O:12][C:13]2[C:18]3[CH:19]4[N:27](C(OC(C)(C)C)=O)[CH2:26][CH2:25][CH2:24][N:20]4[C:21](=[O:23])[NH:22][C:17]=3[N:16]=[CH:15][CH:14]=2)=[CH:10][CH:9]=1)=[O:6].Cl>CO>[Br:1][C:2]1[CH:3]=[C:4]([CH:37]=[CH:38][CH:39]=1)[C:5]([NH:7][C:8]1[CH:9]=[CH:10][C:11]([O:12][C:13]2[C:18]3[CH:19]4[NH:27][CH2:26][CH2:25][CH2:24][N:20]4[C:21](=[O:23])[NH:22][C:17]=3[N:16]=[CH:15][CH:14]=2)=[CH:35][CH:36]=1)=[O:6]. Reported procedure: The title compound was synthesized by de-protection of 79 by HCl in MeOH. LC-MS (M+H=495, obsd.=495).